From a dataset of the Open Reaction Database (ORD), a public repository of structured organic reaction records. describe an organic reaction: reactants, conditions, products, and yield Reactants: O=Cc1cc(Br)ccc1Oc1ccc(Cl)c(Cl)c1, O=C([O-])[O-], CCO, Cc1ccccc1, [Na+], [Na+], O, OB(O)c1ccccc1, c1ccc(P(c2ccccc2)(c2ccccc2)[Pd](P(c2ccccc2)(c2ccccc2)c2ccccc2)(P(c2ccccc2)(c2ccccc2)c2ccccc2)P(c2ccccc2)(c2ccccc2)c2ccccc2)cc1. The product is O=Cc1cc(-c2ccccc2)ccc1Oc1ccc(Cl)c(Cl)c1. As a reaction SMILES: [Br:8][c:9]1[cH:10][cH:11][c:12]([O:17][c:18]2[cH:19][c:20]([Cl:25])[c:21]([Cl:24])[cH:22][cH:23]2)[c:13]([CH:14]=[O:15])[cH:16]1.[C:35](=[O:36])([O-:37])[O-:38].[CH3:119][CH2:120][OH:121].[CH3:1][c:2]1[cH:3][cH:4][cH:5][cH:6][cH:7]1.[Na+:39].[Na+:40].[OH2:41].[OH:26][B:27]([c:28]1[cH:29][cH:30][cH:31][cH:32][cH:33]1)[OH:34].[cH:42]1[cH:43][cH:44][c:45]([P:46]([Pd:47]([P:48]([c:49]2[cH:50][cH:51][cH:52][cH:53][cH:54]2)([c:55]2[cH:56][cH:57][cH:58][cH:59][cH:60]2)[c:61]2[cH:62][cH:63][cH:64][cH:65][cH:66]2)([P:67]([c:68]2[cH:69][cH:70][cH:71][cH:72][cH:73]2)([c:74]2[cH:75][cH:76][cH:77][cH:78][cH:79]2)[c:80]2[cH:81][cH:82][cH:83][cH:84][cH:85]2)[P:86]([c:87]2[cH:88][cH:89][cH:90][cH:91][cH:92]2)([c:93]2[cH:94][cH:95][cH:96][cH:97][cH:98]2)[c:99]2[cH:100][cH:101][cH:102][cH:103][cH:104]2)([c:105]2[cH:106][cH:107][cH:108][cH:109][cH:110]2)[c:111]2[cH:112][cH:113][cH:114][cH:115][cH:116]2)[cH:117][cH:118]1>>[c:2]1(-[c:9]2[cH:10][cH:11][c:12]([O:17][c:18]3[cH:19][c:20]([Cl:25])[c:21]([Cl:24])[cH:22][cH:23]3)[c:13]([CH:14]=[O:15])[cH:16]2)[cH:3][cH:4][cH:5][cH:6][cH:7]1. Reactants: CC1=C(C=C(C(=C1)C(C)(C)C)O)CC(=O)O (2-methyl-4-t-butyl-5-hydroxyphenylacetic acid), C(CCCCCCCCCCCCCCCCC)O (octadecyl alcohol). The reagents and catalysts are C1(=CC=C(C=C1)S(=O)(=O)O)C (p-toluenesulfonic acid). Run in C1(=CC=CC=C1)C (toluene). Product: CC1=C(C=C(C(=C1)C(C)(C)C)O)CC(=O)OCCCCCCCCCCCCCCCCCC (octadecyl 2-methyl-4-t-butyl-5-hydroxyphenylacetate). Isolated yield 95.0%. RXN SMILES: [CH3:1][C:2]1[CH:7]=[C:6]([C:8]([CH3:11])([CH3:10])[CH3:9])[C:5]([OH:12])=[CH:4][C:3]=1[CH2:13][C:14]([OH:16])=[O:15].[CH2:17](O)[CH2:18][CH2:19][CH2:20][CH2:21][CH2:22][CH2:23][CH2:24][CH2:25][CH2:26][CH2:27][CH2:28][CH2:29][CH2:30][CH2:31][CH2:32][CH2:33][CH3:34]>C1(C)C=CC(S(O)(=O)=O)=CC=1.C1(C)C=CC=CC=1>[CH3:1][C:2]1[CH:7]=[C:6]([C:8]([CH3:11])([CH3:9])[CH3:10])[C:5]([OH:12])=[CH:4][C:3]=1[CH2:13][C:14]([O:16][CH2:34][CH2:33][CH2:32][CH2:31][CH2:30][CH2:29][CH2:28][CH2:27][CH2:26][CH2:25][CH2:24][CH2:23][CH2:22][CH2:21][CH2:20][CH2:19][CH2:18][CH3:17])=[O:15]. Procedure details: Into a 300-ml four-necked flask, were charged 22.2 g of 2-methyl-4-t-butyl-5-hydroxyphenylacetic acid, 150 ml of toluene, 27.0 g of octadecyl alcohol and 1 g of p-toluenesulfonic acid. The mixture was heated under reflux for about one hour while removing the liberated water from the reaction system. After completion of the reaction, the reaction mixture was freed from the catalyst by washing with water and from the solvent by distillation under reduced pressure to obtain 45.0 g (95% yield) of pa... The reactants are CCc1cc(-c2ncnn2C)c(C)nc1OC, CC#N, C[Si](C)(C)Cl, [I-], [Na+]. Product: CCc1cc(-c2ncnn2C)c(C)[nH]c1=O. Reaction SMILES: [CH2:1]([CH3:2])[c:3]1[c:4]([O:16][CH3:17])[n:5][c:6]([CH3:15])[c:7](-[c:9]2[n:10]([CH3:14])[n:11][cH:12][n:13]2)[cH:8]1.[CH3:25][C:26]#[N:27].[Cl:20][Si:21]([CH3:22])([CH3:23])[CH3:24].[I-:19].[Na+:18]>>[CH2:1]([CH3:2])[c:3]1[c:4](=[O:16])[nH:5][c:6]([CH3:15])[c:7](-[c:9]2[n:10]([CH3:14])[n:11][cH:12][n:13]2)[cH:8]1. The reactants are ClC=1C=C(C=CC1)C1=NNC=C1C1=CC(NC=C1)=NN (4-[3-(3-chlorophenyl)-1H-pyrazol-4-yl]-2(1H)-pyridinone hydrazone), C(C)N (ethylamine). Solvent: C(C)O (ethanol). The product is ClC=1C=C(C=CC1)C1=NNC=C1C1=CC(=NC=C1)NCC (4-[3-(3-chlorophenyl)-1H-pyrazol-4-yl]-N-ethyl-2-pyridinamine). Yield: 46.0%. Reaction SMILES: [Cl:1][C:2]1[CH:3]=[C:4]([C:8]2[C:12]([C:13]3[CH:18]=[CH:17][NH:16][C:15](=[N:19]N)[CH:14]=3)=[CH:11][NH:10][N:9]=2)[CH:5]=[CH:6][CH:7]=1.[CH2:21](N)[CH3:22]>C(O)C>[Cl:1][C:2]1[CH:3]=[C:4]([C:8]2[C:12]([C:13]3[CH:18]=[CH:17][N:16]=[C:15]([NH:19][CH2:21][CH3:22])[CH:14]=3)=[CH:11][NH:10][N:9]=2)[CH:5]=[CH:6][CH:7]=1. Procedure details: A solution of the bromopyridine compound prepared in step 3 of Example A-219 (300 mg, 0.9 mmol) in ethylamine (3.5 ml) and ethanol (5 ml) as heated at 150° C. in a sealed tube for 9 hours. The solvent was removed in vacuo and the residue chromatographed on silica gel with 70 ethyl acetate/30 toluene to give 4-[3-(3-chlorophenyl)-1H-pyrazol-4-yl]-N-ethyl-2-pyridinamine (125 mg, 46%) as a solid, m.p. 186–187° C. Starting materials: Cl (HCl), O1CCOCC1 (1,4-dioxane), N1=CC(=CC=C1)OCC1N(CCN(C1)C(=O)OC(C)(C)C)C(=O)OCC1=CC=CC=C1 (4-tert-butyl 1-benzyl 2-((pyridin-3-yloxy)methyl)piperazine-1,4-dicarboxylate). Conditions: time 12 hour. The product is N1=CC(=CC=C1)OCC1N(CCNC1)C(=O)OCC1=CC=CC=C1 (benzyl 2-((pyridin-3-yloxy)methyl)piperazine-1-carboxylate). Reaction SMILES: Cl.O1CCOCC1.[N:8]1[CH:13]=[CH:12][CH:11]=[C:10]([O:14][CH2:15][CH:16]2[CH2:21][N:20](C(OC(C)(C)C)=O)[CH2:19][CH2:18][N:17]2[C:29]([O:31][CH2:32][C:33]2[CH:38]=[CH:37][CH:36]=[CH:35][CH:34]=2)=[O:30])[CH:9]=1>>[N:8]1[CH:13]=[CH:12][CH:11]=[C:10]([O:14][CH2:15][CH:16]2[CH2:21][NH:20][CH2:19][CH2:18][N:17]2[C:29]([O:31][CH2:32][C:33]2[CH:38]=[CH:37][CH:36]=[CH:35][CH:34]=2)=[O:30])[CH:9]=1. Procedure details: 4 M HCl in 1,4-dioxane (6 mL, 24 mmol) was added to 4-tert-butyl 1-benzyl 2-((pyridin-3-yloxy)methyl)piperazine-1,4-dicarboxylate (77 mg, 0.18 mmol). After 12 h, the reaction mixture was concentrated under reduced pressure, dissolved in water, and basified with 1 N NaOH in water. The solution was extracted with EtOAc (3×), and the combined organics were dried over Na2SO4, filtered, and concentrated under reduced pressure. This gave 40.5 mg (69%) of the title compound. LC-MS: RT=5.15 min, [M+H]+=...